Dataset: the Open Reaction Database (ORD), a public repository of structured organic reaction records. Task: describe an organic reaction: reactants, conditions, products, and yield Starting materials: NC1=NC(=NC(=N1)OC)OC (2-amino-4,6-dimethoxy-1,3,5-triazine), C1(=CC=CC2=CC=CC=C12)S(=O)(=O)N=C=O (1-naphthalenesulfonyl isocyanate). Run in C(C)#N (acetonitrile). Product: COC1=NC(=NC(=N1)OC)NC(=O)NS(=O)(=O)C1=CC=CC2=CC=CC=C12 (N-[(4,6-Dimethoxy-1,3,5-triazin-2-yl)aminocarbonyl]-1-naphthalenesulfonamid). As a reaction SMILES: [NH2:1][C:2]1[N:7]=[C:6]([O:8][CH3:9])[N:5]=[C:4]([O:10][CH3:11])[N:3]=1.[C:12]1([S:22]([N:25]=[C:26]=[O:27])(=[O:24])=[O:23])[C:21]2[C:16](=[CH:17][CH:18]=[CH:19][CH:20]=2)[CH:15]=[CH:14][CH:13]=1>C(#N)C>[CH3:9][O:8][C:6]1[N:5]=[C:4]([O:10][CH3:11])[N:3]=[C:2]([NH:1][C:26]([NH:25][S:22]([C:12]2[C:21]3[C:16](=[CH:17][CH:18]=[CH:19][CH:20]=3)[CH:15]=[CH:14][CH:13]=2)(=[O:24])=[O:23])=[O:27])[N:7]=1. Procedure details: To a suspension of 16 g of 2-amino-4,6-dimethoxy-1,3,5-triazine in 400 ml of acetonitrile was added 23.3 g of 1-naphthalenesulfonyl isocyanate dropwise with stirring. The mixture was stirred for 14 hours and the resultant solid product removed by filtration. After washing with ethyl ether the product melted at 171°-172° C. Reactants: Cl (hydrochloric acid), C(C)OC(=O)C1CC2=C(N(C=3N=CC=CC3C2=O)C2=CC(=CC=C2)Cl)CC1 (7-ethoxycarbonyl-10-(3-chlorophenyl)-6,7,8,9-tetrahydrobenzo[b][1,8]naphthyridin-5(10H)-one), solution, [OH-].[K+] (potassium hydroxide), C(C)O (ethanol). The solvent is O (water), O (water). Reaction conditions: time 21 hour. Product: C(=O)(O)C1CC2=C(N(C=3N=CC=CC3C2=O)C2=CC(=CC=C2)Cl)CC1 (7-carboxy-10-(3-chlorophenyl)-6,7,8,9-tetrahydrobenzo[b][1,8]naphthyridin-5(10H)-one). RXN SMILES: C([O:3][C:4]([CH:6]1[CH2:27][CH2:26][C:9]2[N:10]([C:19]3[CH:24]=[CH:23][CH:22]=[C:21]([Cl:25])[CH:20]=3)[C:11]3[N:12]=[CH:13][CH:14]=[CH:15][C:16]=3[C:17](=[O:18])[C:8]=2[CH2:7]1)=[O:5])C.[OH-].[K+].C(O)C.Cl>O>[C:4]([CH:6]1[CH2:27][CH2:26][C:9]2[N:10]([C:19]3[CH:24]=[CH:23][CH:22]=[C:21]([Cl:25])[CH:20]=3)[C:11]3[N:12]=[CH:13][CH:14]=[CH:15][C:16]=3[C:17](=[O:18])[C:8]=2[CH2:7]1)([OH:5])=[O:3] |f:1.2|. Procedure details: Saponify 7-ethoxycarbonyl-10-(3-chlorophenyl)-6,7,8,9-tetrahydrobenzo[b][1,8]naphthyridin-5(10H)-one (7.1 g) with potassium hydroxide (1.10 g) in a solvent of ethanol and water (142 ml, 9:1 by volume). After 21 hours at 25° C., add water (200 ml), cool the resulting solution in ice, and acidify (pH 2) the solution with concentrated hydrochloric acid. Collect the resulting precipitate on a filter, and crystallize it from ethanol to provide 7-carboxy-10-(3-chlorophenyl)-6,7,8,9-tetrahydrobenzo[b][... Reactants: CN1CCOCC1 (4-Methylmorpholine), [N+](=O)([O-])C1=CC=C(C=C1)O (4-nitrophenol), C(OCOC(CC)=O)(=O)Cl (Propanoyloxymethyl Carbonochloridate). Solvent: C(Cl)Cl (CH2Cl2), C(Cl)Cl (CH2Cl2). The product is C(OC1=CC=C(C=C1)[N+](=O)[O-])(OCOC(CC)=O)=O (4-Nitrophenyl Propionyloxymethyl Carbonate). Yield: 60.7%. Reaction SMILES: CN1CCOCC1.[N+:8]([C:11]1[CH:16]=[CH:15][C:14]([OH:17])=[CH:13][CH:12]=1)([O-:10])=[O:9].[C:18](Cl)(=[O:26])[O:19][CH2:20][O:21][C:22](=[O:25])[CH2:23][CH3:24]>C(Cl)Cl>[C:18](=[O:26])([O:19][CH2:20][O:21][C:22](=[O:25])[CH2:23][CH3:24])[O:17][C:14]1[CH:15]=[CH:16][C:11]([N+:8]([O-:10])=[O:9])=[CH:12][CH:13]=1. Procedure: 4-Methylmorpholine (0.67 mL, 6.0 mmol) is added to a suspension of 4-nitrophenol (0.83 g, 6.0 mmol) in CH2Cl2 (10 mL) with stirring. A solution of 7c (1.27 g, 95% purity, 7.2 mmol) in CH2Cl2 (3 mL) is added during 20 min followed by stirring at 0° C. (30 min) and overnight at room temperature. After filtration the filtrate is evaporated and the residue partitioned between ice-cold Et2O (25 mL) and H2O (25 mL). The organic phase is extracted with ice-cold 0.5N NaOH (10 mL), H2O (3×15 mL), dried (... Product: FC1=C(CN(C(CC2=CC=C(C=C2)SCC2=C(C(=O)O)C=CC=C2)=O)CCCCCCC)C=CC(=C1)F (2-{[(4-{2-[(2,4-Difluorobenzyl)(heptyl)amino]-2-oxoethyl}phenyl)thio]methyl}benzoic acid). The yield is 56.7%. RXN SMILES: [F:1][C:2]1[CH:37]=[C:36]([F:38])[CH:35]=[CH:34][C:3]=1[CH2:4][N:5]([CH2:27][CH2:28][CH2:29][CH2:30][CH2:31][CH2:32][CH3:33])[C:6](=[O:26])[CH2:7][C:8]1[CH:13]=[CH:12][C:11]([S:14][CH2:15][C:16]2[CH:25]=[CH:24][CH:23]=[CH:22][C:17]=2[C:18]([O:20]C)=[O:19])=[CH:10][CH:9]=1.[OH-].[Li+]>C1COCC1.O>[F:1][C:2]1[CH:37]=[C:36]([F:38])[CH:35]=[CH:34][C:3]=1[CH2:4][N:5]([CH2:27][CH2:28][CH2:29][CH2:30][CH2:31][CH2:32][CH3:33])[C:6](=[O:26])[CH2:7][C:8]1[CH:9]=[CH:10][C:11]([S:14][CH2:15][C:16]2[CH:25]=[CH:24][CH:23]=[CH:22][C:17]=2[C:18]([OH:20])=[O:19])=[CH:12][CH:13]=1 |f:1.2|. Procedure: Methyl 2-{[(4-{2-[(2,4-difluorobenzyl)(heptyl)amino]-2-oxoethyl}phenyl)thio]methyl}-benzoate (31 mg, 0.057 mmol) was dissolved in THF (1 ml) and cooled in an ice-bath. Lithium hydroxide (2 mg, 0.075 mmol) in water (1 ml) was added. After the addition, the cooling bath was removed and the mixture was stirred overnight. LC-MS showed there was very little product. More lithium hydroxide (3 mg) was added and the mixture was stirred for 6 days more and HPLC showed about 30% product. More (3 mg) of li... Reactants: FC1=C(CN(C(CC2=CC=C(C=C2)SCC2=C(C(=O)OC)C=CC=C2)=O)CCCCCCC)C=CC(=C1)F (Methyl 2-{[(4-{2-[(2,4-difluorobenzyl)(heptyl)amino]-2-oxoethyl}phenyl)thio]methyl}-benzoate), [OH-].[Li+] (Lithium hydroxide). Solvent: C1CCOC1 (THF), O (water). Run at time 8 hour. Reported procedure: 6-Methoxy-1,3-benzothiazole (0.100 g, 0.61 mmol) and 5-bromopyridine-2-carboxamide (0.146 g, 0.73 mmol) were reacted according to the procedure used for the preparation of 6-methoxy-2-[5-(trifluoromethyl)pyridin-2-yl]-1,3-benzothiazole, with the following exceptions: 10 mol % bis(tri-t-butylphosphine) palladium (0) was used and the amount of DMF was reduced (3 mL). The reaction mixture was concentrated and flash chromatography of the residue gave the title compound (10 mg) as an off-white solid.... Yields the product COC=1C=CC2=C(N=C(S2)C=2C=CC(=NC2)NC)C1 (5-(5-Methoxy-1,3-benzothiazol-2-yl)-N-methylpyridin-2-amine). RXN SMILES: CO[C:3]1[CH:11]=[CH:10][C:6]2[N:7]=[CH:8][S:9][C:5]=2[CH:4]=1.Br[C:13]1[CH:14]=[CH:15][C:16](C(N)=O)=[N:17][CH:18]=1.[CH3:22][O:23]C1C=CC2N=C(C3C=CC(C(F)(F)F)=CN=3)SC=2C=1.[CH3:43][N:44](C=O)C>[Pd].C(P(C(C)(C)C)C(C)(C)C)(C)(C)C.C(P(C(C)(C)C)C(C)(C)C)(C)(C)C>[CH3:22][O:23][C:11]1[CH:3]=[CH:4][C:5]2[S:9][C:8]([C:13]3[CH:14]=[CH:15][C:16]([NH:44][CH3:43])=[N:17][CH:18]=3)=[N:7][C:6]=2[CH:10]=1 |f:4.5.6|. Reactants: CN(C)C=O (DMF), COC1=CC2=C(N=CS2)C=C1 (6-Methoxy-1,3-benzothiazole), BrC=1C=CC(=NC1)C(=O)N (5-bromopyridine-2-carboxamide), COC1=CC2=C(N=C(S2)C2=NC=C(C=C2)C(F)(F)F)C=C1 (6-methoxy-2-[5-(trifluoromethyl)pyridin-2-yl]-1,3-benzothiazole). The reagents and catalysts are [Pd].C(C)(C)(C)P(C(C)(C)C)C(C)(C)C.C(C)(C)(C)P(C(C)(C)C)C(C)(C)C (bis(tri-t-butylphosphine) palladium (0)). Starting materials: C(#N)C1=CC2=C(N(C=N2)C2=CC=CC=C2)C(=C1)I (5-cyano-7-iodo-1-phenylbenzimidazole), COC1=CC=C(C=C1)B(O)O (4-methoxyphenylboronic acid), C([O-])([O-])=O.[K+].[K+] (potassium carbonate), C(C)(=O)NC=1C=C(C=CC1)C1=CC(=CC2=C1N(C=N2)C2=CC=CC=C2)C#N (7-(3-acetamidophenyl)-5-cyano-1-phenylbenzimidazole). Reagents/catalysts: C=1C=CC(=CC1)[P](C=2C=CC=CC2)(C=3C=CC=CC3)[Pd]([P](C=4C=CC=CC4)(C=5C=CC=CC5)C=6C=CC=CC6)([P](C=7C=CC=CC7)(C=8C=CC=CC8)C=9C=CC=CC9)[P](C=1C=CC=CC1)(C=1C=CC=CC1)C=1C=CC=CC1 (tetrakis(triphenylphosphine)palladium(0)). The solvent is C(C)O (ethanol), C1(=CC=CC=C1)C (toluene). Product: C(#N)C1=CC2=C(N(C=N2)C2=CC=CC=C2)C(=C1)C1=CC=C(C=C1)OC (5-Cyano-7-(4-methoxyphenyl)-1-phenylbenzimidazole). The yield is 28.9%. As a reaction SMILES: [C:1]([C:3]1[CH:17]=[C:16](I)[C:6]2[N:7]([C:10]3[CH:15]=[CH:14][CH:13]=[CH:12][CH:11]=3)[CH:8]=[N:9][C:5]=2[CH:4]=1)#[N:2].[CH3:19][O:20][C:21]1[CH:26]=[CH:25][C:24](B(O)O)=[CH:23][CH:22]=1.C(=O)([O-])[O-].[K+].[K+].C(NC1C=C(C2C3N(C4C=CC=CC=4)C=NC=3C=C(C#N)C=2)C=CC=1)(=O)C>C1C=CC([P]([Pd]([P](C2C=CC=CC=2)(C2C=CC=CC=2)C2C=CC=CC=2)([P](C2C=CC=CC=2)(C2C=CC=CC=2)C2C=CC=CC=2)[P](C2C=CC=CC=2)(C2C=CC=CC=2)C2C=CC=CC=2)(C2C=CC=CC=2)C2C=CC=CC=2)=CC=1.C(O)C.C1(C)C=CC=CC=1>[C:1]([C:3]1[CH:17]=[C:16]([C:24]2[CH:25]=[CH:26][C:21]([O:20][CH3:19])=[CH:22][CH:23]=2)[C:6]2[N:7]([C:10]3[CH:15]=[CH:14][CH:13]=[CH:12][CH:11]=3)[CH:8]=[N:9][C:5]=2[CH:4]=1)#[N:2] |f:2.3.4,^1:66,68,87,106|. Procedure details: This was prepared from 5-cyano-7-iodo-1-phenylbenzimidazole (173 mg, 0.5 mmol), toluene (3.0 ml), tetrakis(triphenylphosphine)palladium(0) (58 mg, 0.05 mmol), 4-methoxyphenylboronic acid (76 mg, 0.5 mmol), ethanol (3.0 ml) and potassium carbonate (138 mg, 1.0 mmol) In a similar manner to 7-(3-acetamidophenyl)-5-cyano-1-phenylbenzimidazole. Purification by a similar procedure afforded the title compound (47 mg, 29%) m/z, 326.5 (M+H)+. The reactants are C(C1=CC=CC=C1)(=O)OCC1=C(C(=NO1)C)C1=CC=C2C=3N(C(COC31)C3=NC=CC=C3)C(N2)=O ([3-methyl-4-(2-oxo-4-pyridin-2-yl-1,2,4,5-tetrahydroimidazo[1,5,4-de][1,4]benzoxazin-7-yl)isoxazol-5-yl]methyl benzoate), [OH-].[Li+] (lithium hydroxide), O (water). Run in O1CCCC1 (tetrahydrofuran), CO (methanol). Conditions: time 20 minute. Yields the product OCC1=C(C(=NO1)C)C1=CC=C2C=3N(C(COC31)C3=NC=CC=C3)C(N2)=O (7-[5-(Hydroxymethyl)-3-methylisoxazol-4-yl]-4-pyridin-2-yl-4,5-dihydroimidazo[1,5,4-de][1,4]benzoxazin-2(1H)-one). The yield is 68.6%. Reaction SMILES: C([O:9][CH2:10][C:11]1[O:15][N:14]=[C:13]([CH3:16])[C:12]=1[C:17]1[C:26]2[O:25][CH2:24][CH:23]([C:27]3[CH:32]=[CH:31][CH:30]=[CH:29][N:28]=3)[N:22]3[C:33](=[O:35])[NH:34][C:20]([C:21]=23)=[CH:19][CH:18]=1)(=O)C1C=CC=CC=1.[OH-].[Li+].O>O1CCCC1.CO>[OH:9][CH2:10][C:11]1[O:15][N:14]=[C:13]([CH3:16])[C:12]=1[C:17]1[C:26]2[O:25][CH2:24][CH:23]([C:27]3[CH:32]=[CH:31][CH:30]=[CH:29][N:28]=3)[N:22]3[C:33](=[O:35])[NH:34][C:20]([C:21]=23)=[CH:19][CH:18]=1 |f:1.2|. Procedure: A solution of [3-methyl-4-(2-oxo-4-pyridin-2-yl-1,2,4,5-tetrahydroimidazo[1,5,4-de][1,4]benzoxazin-7-yl)isoxazol-5-yl]methyl benzoate (15.0 mg, 0.0320 mmol) in tetrahydrofuran (1.0 mL) and methanol (1.0 mL) was treated with 2.0 M lithium hydroxide in water (0.10 mL, 0.20 mmol) and stirred at room temperature for 20 min. The reaction mixture was quenched with 6 N hydrogen chloride in water (to pH ˜2) and then concentrated. Purification by preparative LCMS (XBridge C18 column, eluting with a gradi...